Dataset: the Open Reaction Database (ORD), a public repository of structured organic reaction records. Task: describe an organic reaction: reactants, conditions, products, and yield Yields the product OCCc1c[nH]c2ncc(C(F)(F)F)cc12. RXN SMILES: [CH2:1]([Si:2]([CH2:3][CH3:20])([c:4]1[c:5]([CH2:17][CH2:18][OH:19])[c:6]2[c:7]([n:8][cH:9][c:10]([C:12]([F:13])([F:14])[F:15])[cH:11]2)[nH:16]1)[CH2:21][CH3:22])[CH3:23].[CH2:25]([N+:26]([CH2:27][CH2:28][CH2:29][CH3:30])([CH2:31][CH2:32][CH2:33][CH3:34])[CH2:35][CH2:36][CH2:37][CH3:38])[CH2:39][CH2:40][CH3:41].[F-:24]>>[cH:4]1[c:5]([CH2:17][CH2:18][OH:19])[c:6]2[c:7]([n:8][cH:9][c:10]([C:12]([F:13])([F:14])[F:15])[cH:11]2)[nH:16]1. Reactants: CC[Si](CC)(CC)c1[nH]c2ncc(C(F)(F)F)cc2c1CCO, CCCC[N+](CCCC)(CCCC)CCCC, [F-]. The reactants are C1(=CC=CC=C1)S(=O)(=O)C(C[C@@H]1C[C@H](C[C@@H](O1)OC)OCC1=CC=CC=C1)C1=C(C=C(C=C1)Cl)Cl (1-(2,4-dichlorophenyl)-2-(4(R)-benzyloxy-2(R)-methoxy-3,4,5,6-tetrahydro-2H-pyran-6(S)-yl)ethyl phenyl sulfone), P(=O)([O-])([O-])O.[Na+].[Na+] (disodium phosphate), O (water). Reagents/catalysts: [Na].[Hg] (sodium amalgam), [Na].[Hg] (sodium amalgam). The solvent is CO (methanol). Yields the product C(C1=CC=CC=C1)O[C@H]1C[C@@H](O[C@H](C1)CCC1=C(C=C(C=C1)Cl)Cl)OC (4(R)-Benzyloxy-6(S)-[2-(2,4-dichlorophenyl)ethyl]-2(R)-methoxy-3,4,5,6-tetrahydro-2H-pyran). Isolated yield 92.0%. RXN SMILES: C1(S([CH:10]([C:28]2[CH:33]=[CH:32][C:31]([Cl:34])=[CH:30][C:29]=2[Cl:35])[CH2:11][C@H:12]2[O:17][C@@H:16]([O:18][CH3:19])[CH2:15][C@H:14]([O:20][CH2:21][C:22]3[CH:27]=[CH:26][CH:25]=[CH:24][CH:23]=3)[CH2:13]2)(=O)=O)C=CC=CC=1.P(O)([O-])([O-])=O.[Na+].[Na+].O>CO.[Na].[Hg]>[CH2:21]([O:20][C@@H:14]1[CH2:13][C@H:12]([CH2:11][CH2:10][C:28]2[CH:33]=[CH:32][C:31]([Cl:34])=[CH:30][C:29]=2[Cl:35])[O:17][C@@H:16]([O:18][CH3:19])[CH2:15]1)[C:22]1[CH:27]=[CH:26][CH:25]=[CH:24][CH:23]=1 |f:1.2.3,6.7,^1:45|. Procedure: To a mixture of 1-(2,4-dichlorophenyl)-2-(4(R)-benzyloxy-2(R)-methoxy-3,4,5,6-tetrahydro-2H-pyran-6(S)-yl)ethyl phenyl sulfone (0.06 g, 0.11 mmole) and anhydrous disodium phosphate (0.065 g, 0.45 mmoles) in dry methanol (5 ml) was added pulverized 5% sodium amalgam (0.2 g). The mixture was stirred at room temperature for twenty hours, during which time an additional 0.4 g of 5% sodium amalgam was added in three portions. The reaction mixture was poured into water and extracted with ether. The et...